Task: describe an organic reaction: reactants, conditions, products, and yield. Dataset: the Open Reaction Database (ORD), a public repository of structured organic reaction records Reactants: CCOC(C)=O, [H][H], CCCOCC(C#CCOC1CCCCO1)OC(C)=O. RXN SMILES: [CH3:23][CH2:24][O:25][C:26](=[O:27])[CH3:28].[H:21][H:22].[O:1]1[CH:2]([O:7][CH2:8][C:9]#[C:10][CH:11]([CH2:12][O:13][CH2:14][CH2:15][CH3:16])[O:17][C:18]([CH3:19])=[O:20])[CH2:3][CH2:4][CH2:5][CH2:6]1>>[O:1]1[CH:2]([O:7][CH2:8][CH2:9][CH2:10][CH:11]([CH2:12][O:13][CH2:14][CH2:15][CH3:16])[O:17][C:18]([CH3:19])=[O:20])[CH2:3][CH2:4][CH2:5][CH2:6]1. The product is CCCOCC(CCCOC1CCCCO1)OC(C)=O. The reactants are O1C(CCCC1)O[C@H](CCCC(C(=O)OC(C)(C)C)(C(=O)[O-])CCCCCCC(=O)OCC)CCCCC (tert.-butyl 2-[4-(S)-(2-tetrahydropyranyloxy)-nonyl]-2-(ethoxycarbonylhexyl)malonate), O1C(CCCC1)OC(CCCC(C(=O)OC(C)(C)C)(C(=O)OC(C)(C)C)CCCCCCC(=O)OCC)CCCCC (di-tert.-butyl 2-[4-(2-tetrahydropyranyloxy)nonyl]-2-(6-ethoxycarbonylhexyl)malonate), C(N)(=O)C(CCCCCCC(=O)OCC)CCC[C@H](CCCCC)OC(C)=O (ethyl 8-carbamoyl-12-(S)-acetoxyheptadecanoate), product, C(=O)(O)C(CCCCCCC(=O)OCC)CCC[C@H](CCCCC)OC(C)=O (ethyl 8-carboxy-12-(S)-acetoxyheptadecanoate), C(C)C(C(=O)O)CCCCCC(CCC[C@H](CCCCC)O)C(N)=O (ethyl 8-carbamoyl-12-(S)-hydroxyheptadecanoic acid), ClC(=O)C(CCCCCCC(=O)OCC)CCC[C@H](CCCCC)OC(C)=O (ethyl 8-chlorocarbonyl-12-(S)-acetoxyheptadecanoate), C(C)(=O)O[C@@H](CCCC(C(=O)OC(C)(C)C)(C(=O)OC(C)(C)C)CCCCCCC(=O)OCC)CCCCC (di-tert.-butyl 2 -(4-(R)-acetoxynonyl)-2-(6-ethoxycarbonylhexyl)malonate), CS(=O)(=O)OCCC[C@H](CCCCC)OC1OCCCC1 ((4S)-1-methylsulfonyloxy-4-(2-tetrahydropyranyloxy)-nonane), CS(=O)(=O)OCCC[C@@H](CCCCC)OC1OCCCC1 ((4R)-1-methylsulfonyloxy-4-(2-tetrahydropyranyloxy)nonane), O[C@@H](CCCC(C(=O)OC(C)(C)C)(C(=O)OC(C)(C)C)CCCCCCC(=O)OCC)CCCCC (di-tert.-butyl 2-(4-(R)-hydroxynonyl)-2-(6ethoxycarbonylhexyl)malonate). Product: C(N)(=O)C(CCCCCCC(=O)O)CCC[C@@H](CCCCC)O (8-Carbamoyl-12-(R)-hydroxyheptadecanoic Acid). Reaction SMILES: O1CCCCC1[O:7][C@@H:8]([CH2:34][CH2:35][CH2:36][CH2:37][CH3:38])[CH2:9][CH2:10][CH2:11][C:12]([CH2:23][CH2:24][CH2:25][CH2:26][CH2:27][CH2:28][C:29]([O:31]CC)=[O:30])(C([O-])=O)[C:13](OC(C)(C)C)=[O:14].CS(OCCC[C@@H](OC1CCCCO1)CCCCC)(=O)=O.CS(OCCC[C@H](OC1CCCCO1)CCCCC)(=O)=O.O1CCCCC1OC(CCCCC)CCCC(CCCCCCC(OCC)=O)(C(OC(C)(C)C)=O)C(OC(C)(C)C)=O.O[C@H](CCCCC)CCCC(CCCCCCC(OCC)=O)(C(OC(C)(C)C)=O)C(OC(C)(C)C)=O.C(O[C@H](CCCCC)CCCC(CCCCCCC(OCC)=O)(C(OC(C)(C)C)=O)C(OC(C)(C)C)=O)(=O)C.C(C(CCC[C@@H](OC(=O)C)CCCCC)CCCCCCC(OCC)=O)(O)=O.ClC(C(CCC[C@@H](OC(=O)C)CCCCC)CCCCCCC(OCC)=O)=O.C(C(CCC[C@@H](OC(=O)C)CCCCC)CCCCCCC(OCC)=O)(=O)[NH2:255].C(C(CCCCCC(C(=O)N)CCC[C@@H](O)CCCCC)C(O)=O)C>>[C:13]([CH:12]([CH2:11][CH2:10][CH2:9][C@H:8]([OH:7])[CH2:34][CH2:35][CH2:36][CH2:37][CH3:38])[CH2:23][CH2:24][CH2:25][CH2:26][CH2:27][CH2:28][C:29]([OH:31])=[O:30])(=[O:14])[NH2:255]. Procedure: The synthesis of this compound is carried out exactly according to the procedure described for the 12-(S) compound of Example 13 except that in Step B, the (4S)-1-methylsulfonyloxy-4-(2-tetrahydropyranyloxy)-nonane is replaced by an equimolar amount of (4R)-1-methylsulfonyloxy-4-(2-tetrahydropyranyloxy)nonane (Example I, Step 7). The product of Step B is thus di-tert.-butyl 2-[4-(2-tetrahydropyranyloxy)nonyl]-2-(6-ethoxycarbonylhexyl)malonate. Subsequent steps yield: di-tert.-butyl 2-(4-(R)-hydr... Starting materials: NC=1C(=NNC1)C1=NC=2C(=CC=3C(C(N(C3C2)CC)=O)(C)C)N1 (2-(4-amino-1H-pyrazol-3-yl)-5-ethyl-7,7-dimethyl-5,7-dihydro-1H-imidazo[4,5-f]indol-6-one), C1(=CC=CC=C1)CCC(=O)Cl (3-phenyl-propionic acid chloride). Product: C(C)N1C(C(C=2C=C3C(=CC12)N=C(N3)C3=NNC=C3NC(CCC3=CC=CC=C3)=O)(C)C)=O (N-[3-(5-Ethyl-7,7-dimethyl-6-oxo-1,5,6,7-tetrahydro-imidazo[4,5-f]indol-2-yl)-1H-pyrazol-4-yl]-3-phenyl-propionamide), powder. Isolated yield 47.0%. As a reaction SMILES: [NH2:1][C:2]1[C:3]([C:7]2[NH:23][C:10]3=[CH:11][C:12]4[C:13]([CH3:22])([CH3:21])[C:14](=[O:20])[N:15]([CH2:18][CH3:19])[C:16]=4[CH:17]=[C:9]3[N:8]=2)=[N:4][NH:5][CH:6]=1.[C:24]1([CH2:30][CH2:31][C:32](Cl)=[O:33])[CH:29]=[CH:28][CH:27]=[CH:26][CH:25]=1>>[CH2:18]([N:15]1[C:16]2[CH:17]=[C:9]3[N:8]=[C:7]([C:3]4[C:2]([NH:1][C:32](=[O:33])[CH2:31][CH2:30][C:24]5[CH:29]=[CH:28][CH:27]=[CH:26][CH:25]=5)=[CH:6][NH:5][N:4]=4)[NH:23][C:10]3=[CH:11][C:12]=2[C:13]([CH3:22])([CH3:21])[C:14]1=[O:20])[CH3:19]. Procedure details: N-[3-(5-Ethyl-7,7-dimethyl-6-oxo-1,5,6,7-tetrahydro-imidazo[4,5-f]indol-2-yl)-1H-pyrazol-4-yl]-3-phenyl-propionamide was prepared using 2-(4-amino-1H-pyrazol-3-yl)-5-ethyl-7,7-dimethyl-5,7-dihydro-1H-imidazo[4,5-f]indol-6-one (300 mg, 0.96 mmol) and 3-phenyl-propionic acid chloride (157 μl, 1.06 mmol). The title compound was obtained as yellow powder (201 mg, 47%). Reactants: NC=1C=CC2=C(OCC(N2CCN2CCCC2)=O)C1 (7-amino-4-(2-(pyrrolidin-1-yl)ethyl)-2H-benzo[b][1,4]oxazin-3(4H)-one), I.S1C(=CC=C1)C(=N)SC (methyl thiophene-2-carbimidothioate hydroiodide). The solvent is C(=O)(O)[O-].[Na+] (NaHCO3), C(C)O (ethanol). Conditions: time 2 day. The product is O=C1N(C2=C(OC1)C=C(C=C2)NC(=N)C=2SC=CC2)CCN2CCCC2 (N-(3-Oxo-4-(2-(pyrrolidin-1-yl)ethyl)-3,4-dihydro-2H-benzo[b][1,4]oxazin-7-yl) thiophene-2-carboximidamide). Yield: 90.4%. Reaction SMILES: [NH2:1][C:2]1[CH:3]=[CH:4][C:5]2[N:10]([CH2:11][CH2:12][N:13]3[CH2:17][CH2:16][CH2:15][CH2:14]3)[C:9](=[O:18])[CH2:8][O:7][C:6]=2[CH:19]=1.I.[S:21]1[CH:25]=[CH:24][CH:23]=[C:22]1[C:26](SC)=[NH:27]>C(O)C.C([O-])(O)=O.[Na+]>[O:18]=[C:9]1[CH2:8][O:7][C:6]2[CH:19]=[C:2]([NH:1][C:26]([C:22]3[S:21][CH:25]=[CH:24][CH:23]=3)=[NH:27])[CH:3]=[CH:4][C:5]=2[N:10]1[CH2:11][CH2:12][N:13]1[CH2:14][CH2:15][CH2:16][CH2:17]1 |f:1.2,4.5|. Procedure details: A solution of 7-amino-4-(2-(pyrrolidin-1-yl)ethyl)-2H-benzo[b][1,4]oxazin-3(4H)-one (0.125 g, 0.478 mmol) in dry ethanol (5 mL) was treated with methyl thiophene-2-carbimidothioate hydroiodide (0.27 g, 0.956 mmol) at room temperature. The resulting mixture was stirred for 2 days. The reaction was then diluted with saturated NaHCO3 solution (20 mL), and the product was extracted into CH2Cl2 (2×20 mL). The combined CH2Cl2 layers were washed with brine (15 mL) and dried (Na2SO4). The solvent was ev... The reactants are CCCC(=O)Cl, Nc1ccccc1C(F)(F)F. The product is CCCC(=O)Nc1ccccc1C(F)(F)F. Reaction SMILES: [C:12]([CH2:13][CH2:14][CH3:15])(=[O:16])[Cl:17].[F:1][C:2]([c:3]1[c:4]([NH2:5])[cH:6][cH:7][cH:8][cH:9]1)([F:10])[F:11]>>[F:1][C:2]([c:3]1[c:4]([NH:5][C:12]([CH2:13][CH2:14][CH3:15])=[O:16])[cH:6][cH:7][cH:8][cH:9]1)([F:10])[F:11].